This data is from the Open Reaction Database (ORD), a public repository of structured organic reaction records. The task is: describe an organic reaction: reactants, conditions, products, and yield The reactants are ClC=1N=NC(=CC1C(=O)O)Cl (3,6-Dichloro-pyridazine-4-carboxylic acid), C(C)(C)(C)OC(=O)N[C@H]1CNC[C@H](C1)NC(=O)OC(C)(C)C ((3R,5S)-3,5-bis-(tert-butoxycarbonylamino)-piperidine), CCN(C(C)C)C(C)C (iPr2NEt). Solvent: CN(C)C=O (DMF). Run at temperature 100 celsius. Product: C(C)(C)(C)OC(=O)NC1CN(CC(C1)NC(=O)OC(C)(C)C)C1=CC(=C(N=N1)Cl)C(=O)O (6-(3,5-Bis-tert-butoxycarbonylamino-piperidin-1-yl)-3-chloro-pyridazine-4-carboxylic acid). Yield: 51.2%. Reaction SMILES: [Cl:1][C:2]1[N:3]=[N:4][C:5](Cl)=[CH:6][C:7]=1[C:8]([OH:10])=[O:9].[C:12]([O:16][C:17]([NH:19][C@@H:20]1[CH2:25][C@H:24]([NH:26][C:27]([O:29][C:30]([CH3:33])([CH3:32])[CH3:31])=[O:28])[CH2:23][NH:22][CH2:21]1)=[O:18])([CH3:15])([CH3:14])[CH3:13].CCN(C(C)C)C(C)C>CN(C=O)C>[C:12]([O:16][C:17]([NH:19][CH:20]1[CH2:25][CH:24]([NH:26][C:27]([O:29][C:30]([CH3:33])([CH3:32])[CH3:31])=[O:28])[CH2:23][N:22]([C:5]2[N:4]=[N:3][C:2]([Cl:1])=[C:7]([C:8]([OH:10])=[O:9])[CH:6]=2)[CH2:21]1)=[O:18])([CH3:15])([CH3:14])[CH3:13]. Procedure: A mixture of 3,6-Dichloro-pyridazine-4-carboxylic acid (201) (400 mg, 2 mmol) and (3R,5S)-3,5-bis-tert butoxy carbonyl amino piperdine (4) (1.3 g, 4 mmol) in 14 ml DMF containing iPr2NEt (718 ∥l, 4 mmol) was heated at 100° C. for 25.6 h with shaking. The solvent was removed under reduced pressure. After HPLC purification, compound 207 (483 mg, 51.1%) was obtained as a solid. LC-MS (ESI): m/e=472.3 [M+1]+